Task: describe an organic reaction: reactants, conditions, products, and yield. Dataset: the Open Reaction Database (ORD), a public repository of structured organic reaction records The reactants are C([O-])([O-])=O.[Na+].[Na+] (sodium carbonate), C([O-])(O)=O.[Na+] (sodium bicarbonate), ClS(=O)(=O)N=C=O (chlorosulfonyl isocyanate), Cl (hydrochloric acid), COC(=O)C1=C(N=C(S1)SC)N (4-amino-2-methylthio-5-thiazolcarboxylic acid methyl ester). Solvent: C(Cl)Cl (methylene chloride). Conditions: temperature -78 celsius, time 30 minute. Product: CSC=1SC(=C(N1)NC(=O)N)C(=O)OC (methyl 2-(methylthio)-4-ureidothiazole-5-carboxylate). As a reaction SMILES: [CH3:1][O:2][C:3]([C:5]1[S:9][C:8]([S:10][CH3:11])=[N:7][C:6]=1[NH2:12])=[O:4].ClS([N:17]=[C:18]=[O:19])(=O)=O.Cl.C(=O)([O-])[O-].[Na+].[Na+].C(=O)(O)[O-].[Na+]>C(Cl)Cl>[CH3:11][S:10][C:8]1[S:9][C:5]([C:3]([O:2][CH3:1])=[O:4])=[C:6]([NH:12][C:18]([NH2:17])=[O:19])[N:7]=1 |f:3.4.5,6.7|. Procedure details: In 150 mL methylene chloride, 4-amino-2-methylthio-5-thiazolcarboxylic acid methyl ester (0.05 mol) was dissolved and cooled to −78° C. under nitrogen gas. Stirring, 0.07 mol (1.4 eq) of chlorosulfonyl isocyanate was added slowly to give a brown solution. The reaction was warmed slowly to 0° C. and a white precipitate forms. After 30 minutes, the solution was evaporated under vacuum, resuspended in 40 mL of 6N hydrochloric acid (4 eq) and heated to 100° C. After 30 minutes, the solution was cool...